This data is from the Open Reaction Database (ORD), a public repository of structured organic reaction records. The task is: describe an organic reaction: reactants, conditions, products, and yield Reactants: KRED-NADH-117, [Cl-].[Mg+2].[Cl-] (magnesium chloride), C1=CC(=C[N+](=C1)[C@H]2[C@@H]([C@@H]([C@H](O2)COP(=O)([O-])OP(=O)(O)OC[C@@H]3[C@H]([C@H]([C@@H](O3)N4C=NC5=C4N=CN=C5N)O)O)O)O)C(=O)N (β-NAD), Cl.C(C1=CC=CC=C1)N1CC(C2(CC2)CC1)=O (6-benzyl-6-aza-spiro[2.5]octan-4-one hydrochloride), TRIS-HCl, KRED-NADH-117, [OH-].[Na+] (sodium hydroxide), C=1N=C(C2=C(N1)N(C=N2)[C@H]3[C@@H]([C@@H]([C@H](O3)COP(=O)(O)OP(=O)(O)OC[C@@H]4[C@H]([C@H]([C@@H](O4)N5C=CCC(=C5)C(=O)N)O)O)O)O)N (NAD). The solvent is CC(C)O (2-propanol), CC(C)O (2-propanol). Reaction conditions: temperature 35 celsius, time 4 day. The product is C(C1=CC=CC=C1)N1C[C@H](C2(CC2)CC1)O ((S)-6-Benzyl-6-aza-spiro[2.5]octan-4-ol). As a reaction SMILES: Cl.[CH2:2]([N:9]1[CH2:16][CH2:15][C:12]2([CH2:14][CH2:13]2)[C:11](=[O:17])[CH2:10]1)[C:3]1[CH:8]=[CH:7][CH:6]=[CH:5][CH:4]=1.C1N=C(N)C2N=CN([C@@H]3O[C@H](COP(OP(OC[C@H]4O[C@@H](N5C=C(C(N)=O)CC=C5)[C@H](O)[C@@H]4O)(O)=O)(O)=O)[C@@H](O)[C@H]3O)C=2N=1.[OH-].[Na+].C1C=[N+]([C@@H]2O[C@H](COP(OP(OC[C@H]3O[C@@H](N4C5N=CN=C(N)C=5N=C4)[C@H](O)[C@@H]3O)(O)=O)([O-])=O)[C@@H](O)[C@H]2O)C=C(C(N)=O)C=1.[Cl-].[Mg+2].[Cl-]>CC(O)C>[CH2:2]([N:9]1[CH2:16][CH2:15][C:12]2([CH2:13][CH2:14]2)[C@H:11]([OH:17])[CH2:10]1)[C:3]1[CH:4]=[CH:5][CH:6]=[CH:7][CH:8]=1 |f:0.1,3.4,6.7.8|. Procedure: A mixture of 300 mg of 6-benzyl-6-aza-spiro[2.5]octan-4-one hydrochloride (1.19 mmol, 1 eq.), 1.5 ml of 2-propanol and 28 ml of 30 mM aq. TRIS-HCl buffer (pH 8.1) was heated to 35° C. The pH was re-adjusted to 8.0. The reaction was started by adding □-NAD (1 mg; free acid; Roche Diagnostics Cat. No. 10 004 626) and ketoreductase KRED-NADH-117 (29.3 mg; Codexis [ex. Biocatalytics]). The suspension was stirred at 35° C. keeping the pH constant at 8.0 by the controlled addition (pH-stat) of 1.0 M a... Reactants: CC(C#C)(C)OC1=CC=C(C=C1)I (1-[(1,1-dimethyl-2-propynyl)oxy]-4-iodobenzene). Run in N1=CC=CC2=CC=CC=C12 (quinoline), CCOCC (ether). The product is CC1(OC2=C(C=C1)C=C(C=C2)I)C (2,2-Dimethyl-6-iodo-2H-benzopyran). As a reaction SMILES: [CH3:1][C:2]([O:6][C:7]1[CH:12]=[CH:11][C:10]([I:13])=[CH:9][CH:8]=1)([CH3:5])[C:3]#[CH:4]>N1C2C(=CC=CC=2)C=CC=1.CCOCC>[CH3:5][C:2]1([CH3:1])[CH:3]=[CH:4][C:8]2[CH:9]=[C:10]([I:13])[CH:11]=[CH:12][C:7]=2[O:6]1. Procedure: A solution of 1-[(1,1-dimethyl-2-propynyl)oxy]-4-iodobenzene (5.97 g, 20.8 mmol) in quinoline (25 mL) was heated at 170° C. for 2 hours. The reaction was cooled to room temperature and diluted with ether. The reaction mixture was washed with 2N HCl (4X eq. vol.), with brine (2X eq. vol.), dried over anhydrous MgSO4 and concentrated to give crude product. This material was combined with product from an identical reaction and purified by flash chromatography, using 100% petroleum ether elution to ... The solvent is C1(=CC=CC=C1)C (toluene), CCCCCC (hexane). The reactants are Cl (HCl), C(CCC)C=1NC2=CC=C(C=C2C(N1)=O)C#N (2-Butyl-6-cyano-4(1H)-quinazolinone), C(CCC)[Sn](CCCC)(CCCC)Cl (tri-n-butyltin chloride), [N-]=[N+]=[N-].[Na+] (sodium azide). Isolated yield 114.7%. The product is C(CCC)C=1NC2=CC=C(C=C2C(N1)=O)C1=NN=NN1 (2-Butyl-6-(1H-tetrazol-5-yl)-4(1H)-quinazolinone). Reaction SMILES: [CH2:1]([C:5]1[NH:6][C:7]2[C:12]([C:13](=[O:15])[N:14]=1)=[CH:11][C:10]([C:16]#[N:17])=[CH:9][CH:8]=2)[CH2:2][CH2:3][CH3:4].C([Sn](Cl)(CCCC)CCCC)CCC.[N-:32]=[N+:33]=[N-:34].[Na+].Cl>C1(C)C=CC=CC=1.CCCCCC>[CH2:1]([C:5]1[NH:6][C:7]2[C:12]([C:13](=[O:15])[N:14]=1)=[CH:11][C:10]([C:16]1[NH:34][N:33]=[N:32][N:17]=1)=[CH:9][CH:8]=2)[CH2:2][CH2:3][CH3:4] |f:2.3|. Reported procedure: A mixture of 1.1 g of 2-Butyl-6-cyano-4(1H)-quinazolinone 3.2 g of tri-n-butyltin chloride and 640 mg of sodium azide in 30 ml of toluene is heated at reflux for 48 hours. The reaction mixture is cooled to room temperature and dry HCl gas passed through the reaction mixture for 10 minutes. The reaction mixture is diluted with hexane and filtered. The residue is dried, washed with water and dried to give 1.5 g of the desired product as a solid, m.p. 225° C. Reactants: C([O-])([O-])=O.[K+].[K+] (potassium carbonate), C(C1=CC=CC=C1)OC=1C=C(C=CC1)C1=CC=C(C=C1)CCNC=1N([C@H]2[C@H](O[Si](C)(C)C(C)(C)C)[C@H](O[Si](C)(C)C(C)(C)C)[C@@H](CO[Si](C)(C)C(C)(C)C)O2)C=2N=CN=C(C2N1)N (8-[2-(3′-benzyloxybiphenyl-4-yl)ethyl-amino]-2′,3′,5′-tris-O-(tert-butyldimethylsilyl)adenosine), BrCCCCl (1-bromo-3-chloropropane). Reagents/catalysts: [Pd] (palladium-on carbon). The solvent is CO (methanol). Conditions: time 3 hour. Product: [Si](C)(C)(C(C)(C)C)O[C@H]1[C@@H](O[C@@H]([C@H]1O[Si](C)(C)C(C)(C)C)CO[Si](C)(C)C(C)(C)C)N1C(=NC=2C(N)=NC=NC12)NCCC1=CC=C(C=C1)C1=CC(=CC=C1)OCCCCl (2′,3′,5′-Tris-O-(tert-butyldimethylsilyl)-8-{2-[3′-(3-chloropropoxy)biphenyl-4-yl]ethylamino}adenosine). As a reaction SMILES: [CH2:1]([O:8][C:9]1[CH:10]=[C:11]([C:15]2[CH:20]=[CH:19][C:18]([CH2:21][CH2:22][NH:23][C:24]3[N:25]([C:56]4[N:57]=[CH:58][N:59]=[C:60]([NH2:63])[C:61]=4[N:62]=3)[C@@H:26]3[O:55][C@H:45]([CH2:46][O:47][Si:48]([C:51]([CH3:54])([CH3:53])[CH3:52])([CH3:50])[CH3:49])[C@@H:36]([O:37][Si:38]([C:41]([CH3:44])([CH3:43])[CH3:42])([CH3:40])[CH3:39])[C@H:27]3[O:28][Si:29]([C:32]([CH3:35])([CH3:34])[CH3:33])([CH3:31])[CH3:30])=[CH:17][CH:16]=2)[CH:12]=[CH:13][CH:14]=1)[C:2]1C=CC=C[CH:3]=1.C(=O)([O-])[O-].[K+].[K+].BrCCC[Cl:74]>CO.[Pd]>[Si:29]([O:28][C@@H:27]1[C@H:36]([O:37][Si:38]([C:41]([CH3:44])([CH3:43])[CH3:42])([CH3:40])[CH3:39])[C@@H:45]([CH2:46][O:47][Si:48]([C:51]([CH3:54])([CH3:53])[CH3:52])([CH3:50])[CH3:49])[O:55][C@H:26]1[N:25]1[C:56]2[N:57]=[CH:58][N:59]=[C:60]([NH2:63])[C:61]=2[N:62]=[C:24]1[NH:23][CH2:22][CH2:21][C:18]1[CH:19]=[CH:20][C:15]([C:11]2[CH:12]=[CH:13][CH:14]=[C:9]([O:8][CH2:1][CH2:2][CH2:3][Cl:74])[CH:10]=2)=[CH:16][CH:17]=1)([C:32]([CH3:35])([CH3:34])[CH3:33])([CH3:31])[CH3:30] |f:1.2.3|. Reported procedure: A mixture of 8-[2-(3′-benzyloxybiphenyl-4-yl)ethyl-amino]-2′,3′,5′-tris-O-(tert-butyldimethylsilyl)adenosine (0.27 g) and 10% palladium-on carbon (56.2 wt % H2O, 0.12 g) in methanol (5 mL) was stirred at room temperature for 3 hours under a hydrogen atmosphere. The insoluble material was filtered out and the filtrate was concentrated under reduced pressure. To a solution of the residue obtained in N,N-dimethylformamide (3 mL) was added potassium carbonate (0.12 g). Then 1-bromo-3-chloropropane (... The reactants are BrCC1=CC=C(COC2=CC=C(C=C2)N2C(C(C2C2=CC=C(C=C2)OC)CCC(O)C2=CC=C(C=C2)F)=O)C=C1 (1-[4-(4-bromomethylbenzyloxy)-phenyl]-3-[3-(4-fluorophenyl)-3-hydroxypropyl]-4-(4-methoxyphenyl)-azetidin-2-one), C1CN2CCN1CC2 (DABCO). Solvent: C1(=CC=CC=C1)C (toluene). The product is [Br-].FC1=CC=C(C=C1)C(CCC1C(N(C1=O)C1=CC=C(OCC2=CC=C(C[N+]34CCN(CC3)CC4)C=C2)C=C1)C1=CC=C(C=C1)OC)O (1-(4-{4-[3-[3-(4-Fluorophenyl)-3-hydroxypropyl]-2-(4-methoxyphenyl)-4-oxoazetidin-1-yl]-phenoxymethyl}-benzyl)-4-aza-1-azoniabicyclo[2.2.2]octane bromide). RXN SMILES: [Br:1][CH2:2][C:3]1[CH:40]=[CH:39][C:6]([CH2:7][O:8][C:9]2[CH:14]=[CH:13][C:12]([N:15]3[CH:18]([C:19]4[CH:24]=[CH:23][C:22]([O:25][CH3:26])=[CH:21][CH:20]=4)[CH:17]([CH2:27][CH2:28][CH:29]([C:31]4[CH:36]=[CH:35][C:34]([F:37])=[CH:33][CH:32]=4)[OH:30])[C:16]3=[O:38])=[CH:11][CH:10]=2)=[CH:5][CH:4]=1.[CH2:41]1[N:46]2[CH2:47][CH2:48][N:43]([CH2:44][CH2:45]2)[CH2:42]1>C1(C)C=CC=CC=1>[Br-:1].[F:37][C:34]1[CH:35]=[CH:36][C:31]([CH:29]([OH:30])[CH2:28][CH2:27][CH:17]2[C:16](=[O:38])[N:15]([C:12]3[CH:13]=[CH:14][C:9]([O:8][CH2:7][C:6]4[CH:39]=[CH:40][C:3]([CH2:2][N+:43]56[CH2:48][CH2:47][N:46]([CH2:45][CH2:44]5)[CH2:41][CH2:42]6)=[CH:4][CH:5]=4)=[CH:10][CH:11]=3)[CH:18]2[C:19]2[CH:24]=[CH:23][C:22]([O:25][CH3:26])=[CH:21][CH:20]=2)=[CH:32][CH:33]=1 |f:3.4|. Procedure details: Compound (25) and DABCO were dissolved in toluene and reacted analogously to Example IV, giving the product (26) as a colorless solid of molecular weight 716.70 (C39H43BrFN3O4); MS (ESI): 636.3 (MH+). Product: BrC=1C(=NOC1C)N[C@@H](CC(C)C)C(=O)OC (methyl N-(4-bromo-5-methylisoxazol-3-yl)leucinate). The reagents and catalysts are [Zn] (zinc). RXN SMILES: [Br:1][C:2]1[C:3]([N:8](C(OCC(Cl)(Cl)Cl)=O)[C@H:9]([C:14]([O:16][CH3:17])=[O:15])[CH2:10][CH:11]([CH3:13])[CH3:12])=[N:4][O:5][C:6]=1[CH3:7].OP([O-])(O)=O.[K+]>[Zn].C1COCC1>[Br:1][C:2]1[C:3]([NH:8][C@H:9]([C:14]([O:16][CH3:17])=[O:15])[CH2:10][CH:11]([CH3:13])[CH3:12])=[N:4][O:5][C:6]=1[CH3:7] |f:1.2|. Procedure details: To a dry THF solution (20 mL) of methyl N-(4-bromo-5-methylisoxazol-3-yl)-N-[(2,2,2-trichloroethoxy)carbonyl]leucinate (1.19 g, 2.47 mmol) and activated zinc (10.1 g, 154 mmol) was added ca. 10 mL of 1 M KH2PO4 (10 mmol) at 0° C. The mixture was stirred for 1.5 hours, filtered through celite, washed with 150 mL ethyl acetate, and concentrated to a small volume. The mixture was then partitioned between ethyl acetate and saturated aqueous sodium bicarbonate, washed with brine, dried over sodium su... Run in C1CCOC1 (THF). Reaction conditions: time 1.5 hour. The reactants are BrC=1C(=NOC1C)N([C@@H](CC(C)C)C(=O)OC)C(=O)OCC(Cl)(Cl)Cl (methyl N-(4-bromo-5-methylisoxazol-3-yl)-N-[(2,2,2-trichloroethoxy)carbonyl]leucinate), OP(=O)(O)[O-].[K+] (KH2PO4). Reactants: COC(=O)c1cc(Br)n(S(=O)(=O)c2ccccc2)c1, CC(C)C[Al+]CC(C)C, Cc1ccccc1, Cl, [H-], C1CCOC1. Yields the product O=S(=O)(c1ccccc1)n1cc(CO)cc1Br. As a reaction SMILES: [Br:1][c:2]1[cH:3][c:4]([C:16](=[O:17])[O:18][CH3:19])[cH:5][n:6]1[S:7](=[O:8])(=[O:9])[c:10]1[cH:11][cH:12][cH:13][cH:14][cH:15]1.[CH2:21]([Al+:22][CH2:23][CH:24]([CH3:25])[CH3:26])[CH:27]([CH3:28])[CH3:29].[CH3:36][c:37]1[cH:38][cH:39][cH:40][cH:41][cH:42]1.[ClH:30].[H-:20].[O:31]1[CH2:32][CH2:33][CH2:34][CH2:35]1>>[Br:1][c:2]1[cH:3][c:4]([CH2:16][OH:17])[cH:5][n:6]1[S:7](=[O:8])(=[O:9])[c:10]1[cH:11][cH:12][cH:13][cH:14][cH:15]1. Yield: 9.1%. Product: C(C)(C)OC=1C=C2CC(NCC2=CC1)C(=O)O (6-isopropoxy-1,2,3,4-tetrahydro-isoquinoline-3-carboxylic acid). As a reaction SMILES: CO[C:3]1[CH:4]=C2C(=C[CH:12]=1)C=NC(C(O)=O)=C2.C[O:17][C:18]([CH:20]1[CH2:29][C:28]2[C:23](=[CH:24][CH:25]=[C:26]([OH:30])[CH:27]=2)[CH2:22][N:21]1C(OC(C)(C)C)=O)=[O:19]>>[CH:3]([O:30][C:26]1[CH:27]=[C:28]2[C:23](=[CH:24][CH:25]=1)[CH2:22][NH:21][CH:20]([C:18]([OH:17])=[O:19])[CH2:29]2)([CH3:4])[CH3:12]. Procedure details: 0.2 g (9.1%, 4 steps) of the 6-isopropoxy-1,2,3,4-tetrahydro-isoquinoline-3-carboxylic acid was prepared according to procedure described for the synthesis of 6-methoxy-isoquinoline-3-carboxylic acid (in Example 294) starting from 0.67 g (2.18 mmol) of 6-hydroxy-3,4-dihydro-1H-isoquinoline-2,3-dicarboxylic acid 2-tert-butyl ester 3-methyl ester. LCMS: 232 (M+1)+. Starting materials: COC=1C=C2C=C(N=CC2=CC1)C(=O)O (6-methoxy-isoquinoline-3-carboxylic acid), COC(=O)C1N(CC2=CC=C(C=C2C1)O)C(=O)OC(C)(C)C (6-hydroxy-3,4-dihydro-1H-isoquinoline-2,3-dicarboxylic acid 2-tert-butyl ester 3-methyl ester). Starting materials: CC1(C)CCC(C)(C)c2cc(C(=O)Cl)ccc21, C=CCOC(=O)c1ccc(CO)s1. The product is C=CCOC(=O)c1ccc(COC(=O)c2ccc3c(c2)C(C)(C)CCC3(C)C)s1. RXN SMILES: [CH3:1][C:2]1([CH3:17])[c:3]2[cH:4][cH:5][c:6]([C:14](=[O:15])[Cl:16])[cH:7][c:8]2[C:9]([CH3:12])([CH3:13])[CH2:10][CH2:11]1.[OH:18][CH2:19][c:20]1[cH:21][cH:22][c:23]([C:25](=[O:26])[O:27][CH2:28][CH:29]=[CH2:30])[s:24]1>>[CH3:1][C:2]1([CH3:17])[c:3]2[cH:4][cH:5][c:6]([C:14](=[O:15])[O:18][CH2:19][c:20]3[cH:21][cH:22][c:23]([C:25](=[O:26])[O:27][CH2:28][CH:29]=[CH2:30])[s:24]3)[cH:7][c:8]2[C:9]([CH3:12])([CH3:13])[CH2:10][CH2:11]1.